Dataset: the Open Reaction Database (ORD), a public repository of structured organic reaction records. Task: describe an organic reaction: reactants, conditions, products, and yield The product is COC1=C(C(=C(C2=C1CCC(CC2)CCO)OC)OC)OC (2-(1,2,3,4-Tetramethoxy-6,7,8,9-tetrahydro-5H-benzo[a]cyclohepten-7-yl)ethanol). The yield is 98.4%. Solvent: C(C)OCC (diethyl ether), C(C)OCC (diethyl ether), O (water). Reaction SMILES: [H-].[Al+3].[Li+].[H-].[H-].[H-].C([O:10][CH2:11][CH2:12][CH:13]1[CH2:19][CH2:18][C:17]2[C:20]([O:30][CH3:31])=[C:21]([O:28][CH3:29])[C:22]([O:26][CH3:27])=[C:23]([O:24][CH3:25])[C:16]=2[CH2:15][CH2:14]1)(=O)C.Cl>C(OCC)C.O>[CH3:25][O:24][C:23]1[C:16]2[CH2:15][CH2:14][CH:13]([CH2:12][CH2:11][OH:10])[CH2:19][CH2:18][C:17]=2[C:20]([O:30][CH3:31])=[C:21]([O:28][CH3:29])[C:22]=1[O:26][CH3:27] |f:0.1.2.3.4.5|. Reactants: Cl (hydrochloric acid), C(C)(=O)OCCC1CCC2=C(CC1)C(=C(C(=C2OC)OC)OC)OC (2-(1,2,3,4-tetramethoxy-6,7,8,9-tetrahydro-5H-benzo[a]cyclohepten-7-yl)ethyl acetate), [H-].[Al+3].[Li+].[H-].[H-].[H-] (lithium aluminum hydride). Run at time 30 minute. Procedure: To a suspension of lithium aluminum hydride (486 mg) in diethyl ether (20 ml) was dropwise added a solution of 2-(1,2,3,4-tetramethoxy-6,7,8,9-tetrahydro-5H-benzo[a]cyclohepten-7-yl)ethyl acetate (3.00 g) in diethyl ether (10 ml) with cooling with ice. After the reaction mixture stirred for 30 min, 10% hydrochloric acid was added to the reaction mixture, which was diluted with water and extracted with ethyl acetate. The organic layer was washed with water, saturated aqueous sodium bicarbonate, w... The reactants are OC1(N=C(SC1)CN(C)C)CCl (4-Hydroxy-4-chloromethyl-2-(dimethylaminomethyl)thiazoline), C[O-].[K+] (potassium methoxide), S1C=NCC1 (thiazoline). The solvent is CO (methanol). Yields the product CN(C)CC=1SC=C(N1)CO (2-(Dimethylaminomethyl)-4-thiazolemethanol). Reaction SMILES: O[C:2]1([CH2:11]Cl)[CH2:6][S:5][C:4]([CH2:7][N:8]([CH3:10])[CH3:9])=[N:3]1.C[O-:14].[K+].S1CCN=C1>CO>[CH3:9][N:8]([CH2:7][C:4]1[S:5][CH:6]=[C:2]([CH2:11][OH:14])[N:3]=1)[CH3:10] |f:1.2|. Reported procedure: The process of Example 5 was repeated using 3.0 g (0.014 mol) of 4-hydroxy-4-chloromethyl-2-(dimethylaminomethyl)thiazoline (prepared as in Example 1), 48 ml of methanol and 0.98 g (0.014 mol) of potassium methoxide. The HPLC assay set forth in Example 3 indicated that 70.1% of the thiazoline substrate had converted to the desired titled product. The reactants are CC(C)([O-])C.[K+] (potassium tert-butoxide), COC1=C(C=O)C=CC=C1 (2-Methoxybenzaldehyde), C(CC(=O)C)(=O)OCC (ethyl acetoacetate), N1CCCCC1 (Piperidine). Run in C(C)O (Ethanol). Reaction conditions: temperature 5 celsius, time 8 hour. Product: COC1=C(C=CC=C1)C1CCNCC1 (4-(2-methoxyphenyl)piperidine). Reaction SMILES: [CH3:1][O:2][C:3]1[CH:10]=[CH:9][CH:8]=[CH:7][C:4]=1[CH:5]=O.C(OCC)(=O)CC(C)=O.[NH:20]1[CH2:25][CH2:24]C[CH2:22][CH2:21]1.CC(C)([O-])C.[K+]>C(O)C>[CH3:1][O:2][C:3]1[CH:10]=[CH:9][CH:8]=[CH:7][C:4]=1[CH:5]1[CH2:24][CH2:25][NH:20][CH2:21][CH2:22]1 |f:3.4|. Procedure: 2-Methoxybenzaldehyde (200 g) and ethyl acetoacetate (400 g) were mixed and cooled to 5° C. Piperidine (25 ml) was added and the mixture was stirred overnight at room temperature. The next day potassium tert-butoxide (25 g) was added. After 1.5 hours the mixture totally solidified and was left for 2 days. Ethanol (2000 ml) was added and the pricipitate was filtered off, washed with ethanol and finally dried in vacuo. Yield: 326 g. All of the thus obtained solid product (325 g) was added in small... Starting materials: N1=C(Cl)N=C(Cl)N=C1Cl (cyanuric chloride), Cl (hydrochloric acid), 61.29, OC1=CC=C(C=C1)C(C)(C)C1=CC=C(C=C1)O (bisphenol A). Solvent: C(C)C(=O)C (methyl ethyl ketone). Product: OC1=CC=C(C=C1)C(C)(C)C1=CC=C(C=C1)O.N1=C(Cl)N=C(Cl)N=C1Cl (Bisphenol A Cyanuric Chloride). RXN SMILES: [N:1]1[C:8]([Cl:9])=[N:7][C:5]([Cl:6])=[N:4][C:2]=1[Cl:3].[OH:10][C:11]1[CH:16]=[CH:15][C:14]([C:17]([C:20]2[CH:25]=[CH:24][C:23]([OH:26])=[CH:22][CH:21]=2)([CH3:19])[CH3:18])=[CH:13][CH:12]=1.Cl>C(C(C)=O)C>[OH:10][C:11]1[CH:12]=[CH:13][C:14]([C:17]([C:20]2[CH:21]=[CH:22][C:23]([OH:26])=[CH:24][CH:25]=2)([CH3:19])[CH3:18])=[CH:15][CH:16]=1.[N:1]1[C:8]([Cl:9])=[N:7][C:5]([Cl:6])=[N:4][C:2]=1[Cl:3] |f:4.5|. Procedure details: Following the procedure of Example 1-A, 9 grams (0.0448 mole) of cyanuric chloride, 61.29 (0.269 mole) of bisphenol A, and 70.29 grams of methyl ethyl ketone were heated until temperature reached 50° C., then 12.88 grams (0.161 mole) of 50% aqueous caustic was added during about one hour (3600 s). The mixture was digested an additional hour (3600 s) at 60° C. The reaction contents was then cooled to ambient, and neutralized using concentrated hydrochloric acid. The organic phase was then washed ... Reported procedure: The title compound was prepared by the same reactions as in Reference Example 1(3) and (4) by using (2RS,3SR)-3-(tert-butyldimethylsilyloxymethyl)-2-hydroxy-4-{5-(phenylcarbamoyl)-2-furyl}butane instead of tert-butyl (2RS,3SR)-2-{5-(ethoxycarbonyl)-2-furylmethyl}-3-hydroxybutanoate used as the starting material in Reference Example 1(3). The product is C1=C(C=CC2=CC=CC=C12)CNC(C(CC=1OC(=CC1)C(NC1=CC=CC=C1)=O)CO[Si](C)(C)C(C)(C)C)C (N-(2-naphthylmethyl)-[(1RS,2RS)-2-(tert-butyldimethylsilyloxymethyl)-1-methyl-3-(5-(phenylcarbamoyl)-2-furyl}propyl]amine). RXN SMILES: C(OC(C1OC(CC(C([NH:22][CH2:23][C:24]2[CH:33]=[CH:32][C:31]3[C:26](=[CH:27][CH:28]=[CH:29][CH:30]=3)[CH:25]=2)C)C(OC(C)(C)C)=O)=CC=1)=O)C.[Si:34]([O:41][CH2:42][CH:43]([CH2:47][C:48]1[O:49][C:50]([C:53](=[O:61])[NH:54][C:55]2[CH:60]=[CH:59][CH:58]=[CH:57][CH:56]=2)=[CH:51][CH:52]=1)[CH:44](O)[CH3:45])([C:37]([CH3:40])([CH3:39])[CH3:38])([CH3:36])[CH3:35]>>[CH:25]1[C:26]2[C:31](=[CH:30][CH:29]=[CH:28][CH:27]=2)[CH:32]=[CH:33][C:24]=1[CH2:23][NH:22][CH:44]([CH3:45])[CH:43]([CH2:42][O:41][Si:34]([C:37]([CH3:38])([CH3:39])[CH3:40])([CH3:36])[CH3:35])[CH2:47][C:48]1[O:49][C:50]([C:53](=[O:61])[NH:54][C:55]2[CH:56]=[CH:57][CH:58]=[CH:59][CH:60]=2)=[CH:51][CH:52]=1. Starting materials: C(C)OC(=O)C1=CC=C(O1)CC(C(=O)OC(C)(C)C)C(C)NCC1=CC2=CC=CC=C2C=C1 (tert-butyl (2RS,3RS)-2-{5-(ethoxycarbonyl)-2-furylmethyl}-3-{(2-naphthylmethyl)amino}butanoate), [Si](C)(C)(C(C)(C)C)OCC(C(C)O)CC=1OC(=CC1)C(NC1=CC=CC=C1)=O ((2RS,3SR)-3-(tert-butyldimethylsilyloxymethyl)-2-hydroxy-4-{5-(phenylcarbamoyl)-2-furyl}butane). Starting materials: C([C@@H](O)C)(=O)OCC ((s)-(-)-ethyl lactate), C(C)I (ethyl iodide). Reagents/catalysts: [Ag]=O (silver oxide). Run in CN(C)C=O (N,N'-dimethylformamide). Conditions: time 40 hour. The product is C(C)O[C@H](C(=O)OCC)C (ethyl (s)-2-ethoxypropionate). RXN SMILES: [C:1]([O:6][CH2:7][CH3:8])(=[O:5])[C@H:2]([CH3:4])[OH:3].[CH2:9](I)[CH3:10]>[Ag]=O.CN(C=O)C>[CH2:9]([O:3][C@@H:2]([CH3:4])[C:1]([O:6][CH2:7][CH3:8])=[O:5])[CH3:10]. Reported procedure: A mixture of 20 g of (s)-(-)-ethyl lactate, 100 ml of N,N'-dimethylformamide, 38 g of ethyl iodide and 30 g of silver oxide was stirred at room temperature for 40 hours. The insoluble materials were separated by filtration and water and hexane were added to the filtrate to separate N,N'-dimethylformamide. The aqueous layer was subsequently extracted twice with hexane, and the hexane layers were dried over anhydrous sodium sulfate. The product was distilled under reduced pressure to give 18.5 g o... Reactants: C(C)(C)(C)OC(N[C@H](C(=O)N1[C@H](COCC1)C)CNC(=O)C=1SC(=CC1)Cl)=O ([(S)-1-{[(5-Chloro-thiophene-2-carbonyl)-amino]-methyl}-2-((S)-3-methyl-morpholin-4-yl)-2-oxo-ethyl]-carbamic acid tert-butyl ester), C(=O)(O)[O-].[Na+] (NaHCO3), O (H2O), B(Br)(Br)Br (BBr3). Solvent: C(Cl)Cl (DCM). Conditions: temperature 0 celsius, time 2 hour. The product is N[C@@H](CNC(=O)C=1SC(=CC1)Cl)C(=O)N1[C@H](COCC1)C (5-Chloro-thiophene-2-carboxylic acid [(S)-2-amino-3-((S)-3-methyl-morpholin-4-yl)-3-oxo-propyl]-amide). The yield is 81.3%. As a reaction SMILES: C(OC(=O)[NH:7][C@@H:8]([CH2:18][NH:19][C:20]([C:22]1[S:23][C:24]([Cl:27])=[CH:25][CH:26]=1)=[O:21])[C:9]([N:11]1[CH2:16][CH2:15][O:14][CH2:13][C@@H:12]1[CH3:17])=[O:10])(C)(C)C.B(Br)(Br)Br.C([O-])(O)=O.[Na+].O>C(Cl)Cl>[NH2:7][C@H:8]([C:9]([N:11]1[CH2:16][CH2:15][O:14][CH2:13][C@@H:12]1[CH3:17])=[O:10])[CH2:18][NH:19][C:20]([C:22]1[S:23][C:24]([Cl:27])=[CH:25][CH:26]=1)=[O:21] |f:2.3|. Reported procedure: Intermediate 2 (306 mg, 0.708 mmol) from step 1.2 was dissolved in 3 ml of DCM, cooled to 0° C. and slowly treated with 1.42 ml (1.42 mmol) of a BBr3-solution (1M in DCM). After 2 h at 0° C. 7 ml sat. aq NaHCO3-solution and 3 ml H2O were added and the reaction was stirred for 15 min at RT. The organic layer was separated and the aqueous phase extracted with DCM. The combined organic layers were washed with H2O, dried with MgSO4, filtered and evaporated to dryness. 191 mg of crude product were ob... The reactants are ClC1=CC=C2C(C(=CNC2=N1)C(=O)O)=O (7-Chloro-1,4-dihydro-4-oxo-1,8-naphthyridine-3-carboxylic acid), N,N'-carbonyldiimidazole, NC1=NN=NN1 (5-Amino-1H-tetrazole). The solvent is CN(C=O)C (dimethylformamide). The product is ClC1=CC=C2C(C(=CNC2=N1)C(=O)NC1=NN=NN1)=O (7-Chloro-1,4-dihydro-4-oxo-N(1H-tetrazol-5-yl)-1,8-naphthyridine-3-carboxamide). RXN SMILES: [Cl:1][C:2]1[N:11]=[C:10]2[C:5]([C:6](=[O:15])[C:7]([C:12]([OH:14])=O)=[CH:8][NH:9]2)=[CH:4][CH:3]=1.[NH2:16][C:17]1[NH:21][N:20]=[N:19][N:18]=1>CN(C)C=O>[Cl:1][C:2]1[N:11]=[C:10]2[C:5]([C:6](=[O:15])[C:7]([C:12]([NH:16][C:17]3[NH:21][N:20]=[N:19][N:18]=3)=[O:14])=[CH:8][NH:9]2)=[CH:4][CH:3]=1. Reported procedure: 7-Chloro-1,4-dihydro-4-oxo-1,8-naphthyridine-3-carboxylic acid, (1 g) and N,N'-carbonyldiimidazole (1.1g) in dimethylformamide (12 ml) were heated at 100° for 1 hour. 5-Amino-1H-tetrazole (0.95 g) was added and the mixture was heated at 100° for 1 hour and cooled. The solid was filtered off and stirred with aqueous hydrochloric acid (10 ml, 2N) and the solid was collected and dried, m.p. above 350°. The reactants are [N+](=O)([O-])C=1C(=NC=CC1)N1CCN(CC1)C(=O)C1=NC=C(C(=O)O)C=C1 (6-[1-(3-nitro-2-pyridyl)piperazin-4-yl-carbonyl]nicotinic acid), C(C(C)(C)C)(=O)Cl (pivaloyl chloride), C(C)(C)N(C(C)C)CC (N,N-diisopropylethylamine), C(C)(C)N (isopropylamine). Run in C(Cl)Cl (methylene chloride), C(C)N(CC)CC (Triethylamine). Run at time 2 hour. Yields the product C(C)(C)NC(=O)C=1C=CC(=NC1)C(=O)N1CCN(CC1)C1=NC=CC=C1[N+](=O)[O-] (5-(N-isopropylcarbamoyl)-2-[1-(3-nitro-2-pyridyl)piperazin-4-yl-carbonyl]pyridine). Isolated yield 78.0%. RXN SMILES: [N+:1]([C:4]1[C:5]([N:10]2[CH2:15][CH2:14][N:13]([C:16]([C:18]3[CH:26]=[CH:25][C:21]([C:22]([OH:24])=O)=[CH:20][N:19]=3)=[O:17])[CH2:12][CH2:11]2)=[N:6][CH:7]=[CH:8][CH:9]=1)([O-:3])=[O:2].C(Cl)(=O)C(C)(C)C.[CH:34]([N:37](CC)C(C)C)([CH3:36])[CH3:35].C(N)(C)C>C(Cl)Cl.C(N(CC)CC)C>[CH:34]([NH:37][C:22]([C:21]1[CH:25]=[CH:26][C:18]([C:16]([N:13]2[CH2:12][CH2:11][N:10]([C:5]3[C:4]([N+:1]([O-:3])=[O:2])=[CH:9][CH:8]=[CH:7][N:6]=3)[CH2:15][CH2:14]2)=[O:17])=[N:19][CH:20]=1)=[O:24])([CH3:36])[CH3:35]. Procedure: Triethylamine (0.85 ml) was added to 6-[1-(3-nitro-2-pyridyl)piperazin-4-yl-carbonyl]nicotinic acid (2 g) in methylene chloride (25 ml) for dissolution and cooled. With the slow addition of pivaloyl chloride (0.7 ml) at 0° C.˜5° C., the mixture was stirred at 5° C.˜10° C. for 2 hours. With the addition of N,N-diisopropylethylamine (1.1 ml) and isopropylamine (0.55 ml), the mixture was stirred at 10° C.˜15° C. for 3 hours. The reaction mixture was washed with an aqueous sodium bicarbonate and wat...